This data is from the Open Reaction Database (ORD), a public repository of structured organic reaction records. The task is: describe an organic reaction: reactants, conditions, products, and yield The reactants are FC=1C=C2CCC(CC2=CC1F)N ((-)-6,7-difluoro-1,2,3,4-tetrahydronaphthalen-2-ylamine), C(=S)(N1C=NC=C1)N1C=NC=C1 (1,1'-thiocarbonyldiimidazole). Run in C(C)(=O)OCC (ethyl acetate). Product: FC=1C=C2CCC(CC2=CC1F)N=C=S ((-)-6,7-difluoro-2-isothiocyano-1,2,3,4-tetrahydronaphthalene). Yield: 79.1%. Reaction SMILES: [F:1][C:2]1[CH:3]=[C:4]2[C:9](=[CH:10][C:11]=1[F:12])[CH2:8][CH:7]([NH2:13])[CH2:6][CH2:5]2.[C:14](N1C=CN=C1)(N1C=CN=C1)=[S:15]>C(OCC)(=O)C>[F:1][C:2]1[CH:3]=[C:4]2[C:9](=[CH:10][C:11]=1[F:12])[CH2:8][CH:7]([N:13]=[C:14]=[S:15])[CH2:6][CH2:5]2. Procedure details: A mixture of (-)-6,7-difluoro-1,2,3,4-tetrahydronaphthalen-2-ylamine (0.56 g, 3.06 mmol), prepared as in Example 8, and 1,1'-thiocarbonyldiimidazole (0.82 g, 4.59 mmol) in 15 mL of ethyl acetate was stirred until the reaction was complete. The solvent was removed by evaporation. Purification of the residue by column chromatography on silica gel (solution: 5% acetone/methylene chloride) gave (-)-6,7-difluoro-2-isothiocyano-1,2,3,4-tetrahydronaphthalene (0.55 g, 2.42 mmol). [α]D25 -15.5° (c=1.0, C... The reactants are C, CO, COc1cccc(CC2CN(C(=O)OCc3ccccc3)CCN2C(=O)c2cc(C(F)(F)F)cc(C(F)(F)F)c2)c1OC, [Pd]. Yields the product COc1cccc(CC2CNCCN2C(=O)c2cc(C(F)(F)F)cc(C(F)(F)F)c2)c1OC. RXN SMILES: [C:46].[CH3:44][OH:45].[F:1][C:2]([c:3]1[cH:4][c:5]([C:6](=[O:7])[N:8]2[CH:9]([CH2:24][c:25]3[c:26]([O:33][CH3:34])[c:27]([O:31][CH3:32])[cH:28][cH:29][cH:30]3)[CH2:10][N:11]([C:14]([O:15][CH2:16][c:17]3[cH:18][cH:19][cH:20][cH:21][cH:22]3)=[O:23])[CH2:12][CH2:13]2)[cH:35][c:36]([C:38]([F:39])([F:40])[F:41])[cH:37]1)([F:42])[F:43].[Pd:47]>>[F:1][C:2]([c:3]1[cH:4][c:5]([C:6](=[O:7])[N:8]2[CH:9]([CH2:24][c:25]3[c:26]([O:33][CH3:34])[c:27]([O:31][CH3:32])[cH:28][cH:29][cH:30]3)[CH2:10][NH:11][CH2:12][CH2:13]2)[cH:35][c:36]([C:38]([F:39])([F:40])[F:41])[cH:37]1)([F:42])[F:43]. Reactants: C[Si](C)(C)[N-][Si](C)(C)C.[Li+] (Lithium bis(trimethylsilyl)amide), C1CCOC1 (THF), ice water, Wittig reagent, C(C)OC=1C=C(C=CC1OC)C(=O)C1=CC(=C(C=C1)OC)[N+](=O)[O-] ((3-ethoxy-4-methoxy-phenyl)-(4-methoxy-3-nitro-phenyl) -methanone), C1CCOC1 (THF). The reagents and catalysts are [Br-].C(C)[P+](C1=CC=CC=C1)(C1=CC=CC=C1)C1=CC=CC=C1 ((ethyl)triphenylphosphonium bromide). Reaction conditions: time 40 minute. The product is C(C)OC=1C=C(C=CC1OC)C(=CC)C1=CC(=C(C=C1)OC)[N+](=O)[O-] (4-[1-(3-ethoxy-4-methoxy-phenyl)-propenyl]-1-methoxy-2-nitro-benzene). Yield: 77.0%. As a reaction SMILES: C[Si]([N-][Si](C)(C)C)(C)C.[Li+].[CH2:11]([O:13][C:14]1[CH:15]=[C:16]([C:22]([C:24]2[CH:29]=[CH:28][C:27]([O:30][CH3:31])=[C:26]([N+:32]([O-:34])=[O:33])[CH:25]=2)=O)[CH:17]=[CH:18][C:19]=1[O:20][CH3:21])[CH3:12].[CH2:35]1COC[CH2:36]1>[Br-].C([P+](C1C=CC=CC=1)(C1C=CC=CC=1)C1C=CC=CC=1)C>[CH2:11]([O:13][C:14]1[CH:15]=[C:16]([C:22]([C:24]2[CH:29]=[CH:28][C:27]([O:30][CH3:31])=[C:26]([N+:32]([O-:34])=[O:33])[CH:25]=2)=[CH:35][CH3:36])[CH:17]=[CH:18][C:19]=1[O:20][CH3:21])[CH3:12] |f:0.1,4.5|. Procedure details: Lithium bis(trimethylsilyl)amide (8.5 mL, 8.5 mmol) was added dropwise to a stirred suspension of (ethyl)triphenylphosphonium bromide (3.14 g, 8.5 mmol) in anhydrous THF (30 mL) at 0° C. After 10 min at cold, the reaction mixture was stirred at room temperature for 40 min. The Wittig reagent was then added dropwise to a stirred suspension of (3-ethoxy-4-methoxy-phenyl)-(4-methoxy-3-nitro-phenyl) -methanone (1.40 g, 4.2 mmol) in THF (30 mL) at 0° C. The reaction mixture was stirred at room temper... Procedure details: Heptane-1,7-diol (36.0 g, 272 mmol; Alfa Aesar) and aq. 48% HBr (38 mL) were heated under reflux in benzene (400 mL) with water removal using a Dean-Stark apparatus. After 12 h, all volatiles were removed in vacuo and the residue was purified by SiO2 column chromatography using a gradient of 10-30% EtOAc/hexanes as eluent to give 7-bromoheptan-1-ol (26.22 g, 62%) as colorless oil. TLC: 50% EtOAc/hexanes, Rf≈0.4; 1H NMR (400 MHz, CDCl3) δ 3.61 (t, 2H, J=7.1 Hz), 3.39 (t, 2H, J=6.8 Hz), 1.80-1.88 ... Reaction conditions: time 12 hour. Starting materials: O (water), C(CCCCCCO)O (Heptane-1,7-diol), Br (HBr). The product is BrCCCCCCCO (7-bromoheptan-1-ol). Yield: 62.0%. As a reaction SMILES: [CH2:1](O)[CH2:2][CH2:3][CH2:4][CH2:5][CH2:6][CH2:7][OH:8].[BrH:10].O>C1C=CC=CC=1>[Br:10][CH2:1][CH2:2][CH2:3][CH2:4][CH2:5][CH2:6][CH2:7][OH:8]. The solvent is C1=CC=CC=C1 (benzene). Reactants: O=C(Cl)c1ccccc1, C1CCC2(CC1)CCCCN2, c1ccncc1. Product: O=C(c1ccccc1)N1CCCCC12CCCCC2. Reaction SMILES: [C:12]([c:13]1[cH:14][cH:15][cH:16][cH:17][cH:18]1)(=[O:19])[Cl:20].[NH:1]1[CH2:2][CH2:3][CH2:4][CH2:5][C:6]12[CH2:7][CH2:8][CH2:9][CH2:10][CH2:11]2.[cH:21]1[cH:22][cH:23][n:24][cH:25][cH:26]1>>[N:1]1([C:12]([c:13]2[cH:14][cH:15][cH:16][cH:17][cH:18]2)=[O:19])[CH2:2][CH2:3][CH2:4][CH2:5][C:6]12[CH2:7][CH2:8][CH2:9][CH2:10][CH2:11]2.